This data is from the Open Reaction Database (ORD), a public repository of structured organic reaction records. The task is: describe an organic reaction: reactants, conditions, products, and yield The reactants are FC1=C(OC(C#N)(C)C)C=CC(=C1)F (2-(2,4-difluorophenoxy)-2-methylpropanenitrile), C(C)O (ethanol), Cl (HCl). The solvent is C(Cl)Cl (methylene chloride). Reaction conditions: time 60 hour. Yields the product Cl.FC1=C(OC(C(OCC)=N)(C)C)C=CC(=C1)F (ethyl 2-(2,4-difluorophenoxy)-2-methylpropanimidate hydrochloride). Reaction SMILES: [F:1][C:2]1[CH:13]=[C:12]([F:14])[CH:11]=[CH:10][C:3]=1[O:4][C:5]([CH3:9])([CH3:8])[C:6]#[N:7].[CH2:15]([OH:17])[CH3:16].[ClH:18]>C(Cl)Cl>[ClH:18].[F:1][C:2]1[CH:13]=[C:12]([F:14])[CH:11]=[CH:10][C:3]=1[O:4][C:5]([CH3:9])([CH3:8])[C:6](=[NH:7])[O:17][CH2:15][CH3:16] |f:4.5|. Procedure details: Through a cooled solution of Example 51B (6.5 g, 33 mmol) and ethanol (9.6 mL, 165 mmol) in methylene chloride (10 ml) was bubbled HCl gas at 0° C. for 30 minutes. The reaction was kept in a refrigerator at 4° C. for 60 hours. The reaction mixture was then concentrated and triturated with diethyl ether to obtain a precipitate of the titled compound. MS (ESI+) m/z 244 (M+H)+. Reactants: ClC=1N=CC(=C2C1NC=C2C(C(=O)OC)=O)OC (methyl 2-(7-chloro-4-methoxy-1H-pyrrolo[2,3-c]pyridin-3-yl)-2-oxoacetate), C(CCC)[Sn](C1=NNC(=C1)C(CC)(CC)O)(CCCC)CCCC (3-(3-(tributylstannyl)-1H-pyrazol-5-yl)pentan-3-ol). The reagents and catalysts are C=1C=CC(=CC1)[P](C=2C=CC=CC2)(C=3C=CC=CC3)[Pd]([P](C=4C=CC=CC4)(C=5C=CC=CC5)C=6C=CC=CC6)([P](C=7C=CC=CC7)(C=8C=CC=CC8)C=9C=CC=CC9)[P](C=1C=CC=CC1)(C=1C=CC=CC1)C=1C=CC=CC1 (tetrakis(triphenylphosphine)palladium(0)). Run in O1CCOCC1 (1,4-Dioxane). Reaction conditions: temperature 115 celsius. The product is OC(CC)(CC)C1=CC(=NN1)C=1N=CC(=C2C1NC=C2C(C(=O)OC)=O)OC (methyl 2-(7-(5-(3-hydroxypentan-3-yl)-1H-pyrazol-3-yl)-4-methoxy-1H-pyrrolo[2,3-c]pyridin-3-yl)-2-oxoacetate). The yield is 72.1%. RXN SMILES: Cl[C:2]1[N:3]=[CH:4][C:5]([O:17][CH3:18])=[C:6]2[C:10]([C:11](=[O:16])[C:12]([O:14][CH3:15])=[O:13])=[CH:9][NH:8][C:7]=12.C([Sn](CCCC)(CCCC)[C:24]1[CH:28]=[C:27]([C:29]([OH:34])([CH2:32][CH3:33])[CH2:30][CH3:31])[NH:26][N:25]=1)CCC>C1C=CC([P]([Pd]([P](C2C=CC=CC=2)(C2C=CC=CC=2)C2C=CC=CC=2)([P](C2C=CC=CC=2)(C2C=CC=CC=2)C2C=CC=CC=2)[P](C2C=CC=CC=2)(C2C=CC=CC=2)C2C=CC=CC=2)(C2C=CC=CC=2)C2C=CC=CC=2)=CC=1.O1CCOCC1>[OH:34][C:29]([C:27]1[NH:26][N:25]=[C:24]([C:2]2[N:3]=[CH:4][C:5]([O:17][CH3:18])=[C:6]3[C:10]([C:11](=[O:16])[C:12]([O:14][CH3:15])=[O:13])=[CH:9][NH:8][C:7]=23)[CH:28]=1)([CH2:32][CH3:33])[CH2:30][CH3:31] |^1:46,48,67,86|. Procedure details: To a sealable flask containing methyl 2-(7-chloro-4-methoxy-1H-pyrrolo[2,3-c]pyridin-3-yl)-2-oxoacetate (0.070 g, 0.262 mmol) and 3-(3-(tributylstannyl)-1H-pyrazol-5-yl)pentan-3-ol (0.116 g, 0.262 mmol) was added tetrakis(triphenylphosphine)palladium(0) (0.060 g, 0.052 mmol). 1,4-Dioxane (5 ml) was added and the mixture was flushed with N2. The tube was sealed, and the mixture was heated to 115° C. After 16 h of heating, the mixture was cooled to rt and the solvent was removed under reduced pres... Starting materials: petroleum ethyl acetate, CC=1C=CC(=CC1)S(=O)(=O)O.O (p-TsOH.H2O), NC=1C(=NC(=CC1NC(OC(C)(C)C)=O)Cl)Cl (tert-butyl (3-amino-2,6-dichloropyridin-4-yl)carbamate), C[C@@H]1CC[C@H](CC1)C(C)=O (1-(trans-4-methylcyclohexyl)ethanone), NC=1C(=NC(=CC1NC(OC(C)(C)C)=O)Cl)Cl (tert-butyl (3-amino-2,6-dichloropyridin-4-yl)carbamate). The solvent is C1(=CC=CC=C1)C (toluene). The product is ClC1=NC(=CC(=C1N=C(C)[C@@H]1CC[C@H](CC1)C)NC(OC(C)(C)C)=O)Cl (tert-butyl (2,6-dichloro-3-((1-(trans-4-methylcyclohexyl)ethylidene)amino)pyridin-4-yl)carbamate). Reaction SMILES: CC1C=CC(S(O)(=O)=O)=CC=1.O.[NH2:13][C:14]1[C:15]([Cl:29])=[N:16][C:17]([Cl:28])=[CH:18][C:19]=1[NH:20][C:21](=[O:27])[O:22][C:23]([CH3:26])([CH3:25])[CH3:24].[CH3:30][C@H:31]1[CH2:36][CH2:35][C@H:34]([C:37](=O)[CH3:38])[CH2:33][CH2:32]1>C1(C)C=CC=CC=1>[Cl:29][C:15]1[C:14]([N:13]=[C:37]([C@H:34]2[CH2:35][CH2:36][C@H:31]([CH3:30])[CH2:32][CH2:33]2)[CH3:38])=[C:19]([NH:20][C:21](=[O:27])[O:22][C:23]([CH3:24])([CH3:25])[CH3:26])[CH:18]=[C:17]([Cl:28])[N:16]=1 |f:0.1|. Procedure: p-TsOH.H2O (3.4 g, 0.018 mol) was added to a mixture of tert-butyl (3-amino-2,6-dichloropyridin-4-yl)carbamate (85 g, 0.306 mol) and 1-(trans-4-methylcyclohexyl)ethanone (64 g, 0.46 mol) in toluene (1.3 L). The mixture was heated to reflux with a Dean-Stark trap for 14 h. TLC (petroleum/ethyl acetate=5:1) showed about ⅔ of tert-butyl (3-amino-2,6-dichloropyridin-4-yl)carbamate was consumed. The solvent was removed under reduced pressure. The residue was purified by column chromatography (petrole... Procedure details: About one-half hour is necessary for the complete transformation of the succinic anhydride (V.P.C.). At this stage, to facilitate the cyclization reaction, the reaction mixture is placed under reduced pressure and the evolution of the reaction mixture is followed by acidimetric dosage of the nontransformed N-(2-mercapto ethyl) succinamic acid. At the end of the reaction, the mixture is cooled and 7 g of crude product are obtained and dissolved in 50 cm3 of water to which are added, with stirring... Solvent: O (water). RXN SMILES: C1(=O)OC(=O)CC1.[SH:8][CH2:9][CH2:10][NH:11][C:12](=[O:18])[CH2:13][CH2:14][C:15]([OH:17])=O.NCCS.NCCSSCCN>O>[SH:8][CH2:9][CH2:10][N:11]1[C:12](=[O:18])[CH2:13][CH2:14][C:15]1=[O:17]. Product: SCCN1C(CCC1=O)=O (N-(2-mercapto ethyl) succinimide). Reactants: C1(CCC(=O)O1)=O (succinic anhydride), NCCS (cysteamine), NCCSSCCN (cystamine), SCCNC(CCC(=O)O)=O (N-(2-mercapto ethyl) succinamic acid), sulfonic acid. The reactants are CCOC(=O)C(CC(C)C)c1cc(-c2ccc(C(F)(F)F)cc2)cc(C2CCCC(C(F)(F)F)N2)c1, CCCC[N+](CCCC)(CCCC)CCCC, CCN(C(C)C)C(C)C, FC(F)(F)c1ccc(CBr)cc1, [I-]. Product: CCOC(=O)C(CC(C)C)c1cc(-c2ccc(C(F)(F)F)cc2)cc(C2CCCC(C(F)(F)F)N2Cc2ccc(C(F)(F)F)cc2)c1. RXN SMILES: [CH2:1]([CH3:2])[O:3][C:4]([CH:5]([CH2:6][CH:7]([CH3:8])[CH3:9])[c:10]1[cH:11][c:12](-[c:26]2[cH:27][cH:28][c:29]([C:32]([F:33])([F:34])[F:35])[cH:30][cH:31]2)[cH:13][c:14]([CH:16]2[NH:17][CH:18]([C:22]([F:23])([F:24])[F:25])[CH2:19][CH2:20][CH2:21]2)[cH:15]1)=[O:36].[CH2:59]([N+:60]([CH2:61][CH2:62][CH2:63][CH3:64])([CH2:65][CH2:66][CH2:67][CH3:68])[CH2:69][CH2:70][CH2:71][CH3:72])[CH2:73][CH2:74][CH3:75].[CH:49]([N:50]([CH2:51][CH3:52])[CH:53]([CH3:54])[CH3:55])([CH3:56])[CH3:57].[F:37][C:38]([c:39]1[cH:40][cH:41][c:42]([CH2:43][Br:44])[cH:45][cH:46]1)([F:47])[F:48].[I-:58]>>[CH2:1]([CH3:2])[O:3][C:4]([CH:5]([CH2:6][CH:7]([CH3:8])[CH3:9])[c:10]1[cH:11][c:12](-[c:26]2[cH:27][cH:28][c:29]([C:32]([F:33])([F:34])[F:35])[cH:30][cH:31]2)[cH:13][c:14]([CH:16]2[N:17]([CH2:43][c:42]3[cH:41][cH:40][c:39]([C:38]([F:37])([F:47])[F:48])[cH:46][cH:45]3)[CH:18]([C:22]([F:23])([F:24])[F:25])[CH2:19][CH2:20][CH2:21]2)[cH:15]1)=[O:36]. Reactants: C(N)(=O)C12CCN(CC1)CC2 (4-carbamoylquinuclidine), Br.N[C@H]1[C@@H]2N(C(=C(CS2=O)CBr)C(=O)OC(C)(C)C)C1=O (t-Butyl 7β-amino-3-bromomethyl-3-cephem-4-carboxylate 1-oxide hydrobromide), C(C)OCC (diethyl ether). Run in CN(C=O)C (N,N-dimethylformamide). Run at time 14 hour. Yields the product [Br-].N[C@H]1[C@@H]2N(C(=C(CS2=O)C[N+]23CCC(CC2)(CC3)C(N)=O)C(=O)OC(C)(C)C)C1=O (t-Butyl 7β-amino-3-(4-carbamoyl-1-quinuclidinio)methyl-3-cephem-4-carboxylate 1-oxide bromide). Reaction SMILES: Br.[NH2:2][C@@H:3]1[C:20](=[O:21])[N:5]2[C:6]([C:13]([O:15][C:16]([CH3:19])([CH3:18])[CH3:17])=[O:14])=[C:7]([CH2:11][Br:12])[CH2:8][S:9](=[O:10])[C@H:4]12.[C:22]([C:25]12[CH2:32][CH2:31][N:28]([CH2:29][CH2:30]1)[CH2:27][CH2:26]2)(=[O:24])[NH2:23].C(OCC)C>CN(C)C=O>[Br-:12].[NH2:2][C@@H:3]1[C:20](=[O:21])[N:5]2[C:6]([C:13]([O:15][C:16]([CH3:19])([CH3:18])[CH3:17])=[O:14])=[C:7]([CH2:11][N+:28]34[CH2:31][CH2:32][C:25]([C:22](=[O:24])[NH2:23])([CH2:30][CH2:29]3)[CH2:26][CH2:27]4)[CH2:8][S:9](=[O:10])[C@H:4]12 |f:0.1,5.6|. Procedure: t-Butyl 7β-amino-3-bromomethyl-3-cephem-4-carboxylate 1-oxide hydrobromide (600 mg) was dissolved in N,N-dimethylformamide (6 ml), and 4-carbamoylquinuclidine (456 mg) was added thereto, and the mixture was stirred in argon gas stream at room temperature for 14 hours. To the reaction solution was added diethyl ether (120 ml), the resulting precipitate was filtered and washed with n-hexane, whereby the desired product (580 mg) was obtained.